The task is: describe an organic reaction: reactants, conditions, products, and yield. This data is from the Open Reaction Database (ORD), a public repository of structured organic reaction records. Reaction SMILES: [Br:46][CH2:47][CH2:48][CH2:49][C:50](=[O:51])[O:52][C:53]([CH3:54])([CH3:55])[CH3:56].[CH3:58][N:59]([CH3:60])[CH:61]=[O:62].[H-:44].[Na+:45].[OH2:57].[OH:1][c:2]1[cH:3][cH:4][c:5]([N:8]([CH2:9][c:10]2[c:11](-[c:20]3[c:21]([O:29][CH3:30])[cH:22][cH:23][c:24]([CH:26]([CH3:27])[CH3:28])[cH:25]3)[cH:12][cH:13][c:14]([C:16]([F:17])([F:18])[F:19])[cH:15]2)[CH2:31][c:32]2[cH:33][c:34]([C:35]#[N:36])[cH:37][c:38]([C:40]([F:41])([F:42])[F:43])[cH:39]2)[n:6][cH:7]1>>[O:1]([c:2]1[cH:3][cH:4][c:5]([N:8]([CH2:9][c:10]2[c:11](-[c:20]3[c:21]([O:29][CH3:30])[cH:22][cH:23][c:24]([CH:26]([CH3:27])[CH3:28])[cH:25]3)[cH:12][cH:13][c:14]([C:16]([F:17])([F:18])[F:19])[cH:15]2)[CH2:31][c:32]2[cH:33][c:34]([C:35]#[N:36])[cH:37][c:38]([C:40]([F:41])([F:42])[F:43])[cH:39]2)[n:6][cH:7]1)[CH2:47][CH2:48][CH2:49][C:50](=[O:51])[O:52][C:53]([CH3:54])([CH3:55])[CH3:56]. The reactants are CC(C)(C)OC(=O)CCCBr, CN(C)C=O, [H-], [Na+], O, COc1ccc(C(C)C)cc1-c1ccc(C(F)(F)F)cc1CN(Cc1cc(C#N)cc(C(F)(F)F)c1)c1ccc(O)cn1. Product: COc1ccc(C(C)C)cc1-c1ccc(C(F)(F)F)cc1CN(Cc1cc(C#N)cc(C(F)(F)F)c1)c1ccc(OCCCC(=O)OC(C)(C)C)cn1. Starting materials: NC1=C(SC2=C1C=CC=C2[N+](=O)[O-])C(=O)OC (methyl 3-amino-7-nitro-1-benzothiophene-2-carboxylate), CN1CCNCC1 (1-methylpiperazine). Run in CN1C(CCC1)=O (1-methyl-2-pyrrolidinone). Reaction conditions: temperature 187.5 celsius, time 4 hour. Product: [N+](=O)([O-])C1=CC=CC=2C(=CSC21)N (7-nitro-1-benzothiophen-3-amine). Isolated yield 89.0%. Reaction SMILES: [NH2:1][C:2]1[C:6]2[CH:7]=[CH:8][CH:9]=[C:10]([N+:11]([O-:13])=[O:12])[C:5]=2[S:4][C:3]=1C(OC)=O.CN1CCNCC1>CN1CCCC1=O>[N+:11]([C:10]1[C:5]2[S:4][CH:3]=[C:2]([NH2:1])[C:6]=2[CH:7]=[CH:8][CH:9]=1)([O-:13])=[O:12]. Procedure: A mixture of 4.82 g (19.1 mmol) methyl 3-amino-7-nitro-1-benzothiophene-2-carboxylate (WO 9738983), 1-methyl-2-pyrrolidinone (23 mL) and 1-methylpiperazine (6.5 mL) is stirred at 185-190° C. for 4 hours, then cooled to room temperature. The precipitate is filtered, washed with diethyl ether, and dried to give 7-nitro-1-benzothiophen-3-amine (3.3 g, 89%) as a red-brown solid, m.p. 188-191° C. Starting materials: ClC=1C=C(C=CC1Cl)C1=CC=C2N1CCN=C2C (6-(3,4-Dichlorophenyl)-3,4-dihydro-1-methylpyrrolo[1,2-a]pyrazine), saturated solution, C(\C=C\C(=O)O)(=O)O (fumaric acid), [BH4-].[Na+] (sodium borohydride). Solvent: CO (methanol), O (water), C(C)O (ethanol). The product is C(\C=C\C(=O)O)(=O)O.ClC=1C=C(C=CC1Cl)C1=CC=C2N1CCNC2C (6-(3,4-dichlorophenyl)-1,2,3,4-tetrahydro-1-methylpyrrolo[1,2-a]pyrazine fumarate). Isolated yield 92.0%. As a reaction SMILES: [Cl:1][C:2]1[CH:3]=[C:4]([C:9]2[N:13]3[CH2:14][CH2:15][N:16]=[C:17]([CH3:18])[C:12]3=[CH:11][CH:10]=2)[CH:5]=[CH:6][C:7]=1[Cl:8].[BH4-].[Na+].[C:21]([OH:28])(=[O:27])/[CH:22]=[CH:23]/[C:24]([OH:26])=[O:25]>CO.O.C(O)C>[C:21]([OH:28])(=[O:27])/[CH:22]=[CH:23]/[C:24]([OH:26])=[O:25].[Cl:1][C:2]1[CH:3]=[C:4]([C:9]2[N:13]3[CH2:14][CH2:15][NH:16][CH:17]([CH3:18])[C:12]3=[CH:11][CH:10]=2)[CH:5]=[CH:6][C:7]=1[Cl:8] |f:1.2,7.8|. Procedure details: 6-(3,4-Dichlorophenyl)-3,4-dihydro-1-methylpyrrolo[1,2-a]pyrazine (1.8 g) was dissolved in a mixture of 100 ml of methanol and 10 ml of water under argon. The solution was treated portionwise with 0.7 g of sodium borohydride while stirring and stirred at room temperature overnight. Thereafter, the methanol was removed in a vacuum, the residue was taken up in 150 ml of methylene chloride and washed with 65 ml of 10% ammonia solution. The phases were separated and the aqueous phase was extracted t... Reactants: CC1(OCCO1)C1=CC=C(O1)CN1N=CC(=C1)N (1-[5-(2-methyl-[1,3]dioxolan-2-yl)-furan-2-ylmethyl]-1H-pyrazol-4-ylamine), FC1=NC=CC(=C1)C1=C(N=CO1)C(=O)O (5-(2-fluoro-pyridin-4-yl)-oxazole-4-carboxylic acid). The product is C(C)(=O)C1=CC=C(O1)CN1N=CC(=C1)NC(=O)C=1N=COC1C1=CC(=NC=C1)F (5-(2-Fluoro-pyridin-4-yl)-oxazole-4-carboxylic acid [1-(5-acetyl-furan-2-ylmethyl)-1H-pyrazol-4-yl]-amide). As a reaction SMILES: [CH3:1][C:2]1([C:7]2[O:11][C:10]([CH2:12][N:13]3[CH:17]=[C:16]([NH2:18])[CH:15]=[N:14]3)=[CH:9][CH:8]=2)[O:6]CCO1.[F:19][C:20]1[CH:25]=[C:24]([C:26]2[O:30][CH:29]=[N:28][C:27]=2[C:31](O)=[O:32])[CH:23]=[CH:22][N:21]=1>>[C:2]([C:7]1[O:11][C:10]([CH2:12][N:13]2[CH:17]=[C:16]([NH:18][C:31]([C:27]3[N:28]=[CH:29][O:30][C:26]=3[C:24]3[CH:23]=[CH:22][N:21]=[C:20]([F:19])[CH:25]=3)=[O:32])[CH:15]=[N:14]2)=[CH:9][CH:8]=1)(=[O:6])[CH3:1]. Procedure details: Following general procedure B followed by C, starting from 1-[5-(2-methyl-[1,3]dioxolan-2-yl)-furan-2-ylmethyl]-1H-pyrazol-4-ylamine and 5-(2-fluoro-pyridin-4-yl)-oxazole-4-carboxylic acid. LC-MS-conditions 02: tR=0.90 min; [M+H]+=395.98. Starting materials: ClC1=CC(=C(C=C1)O)SC1=C(C=C(C=C1)S(=O)(=O)C)Cl (4-Chloro-2-{[2-chloro-4-(methylsulfonyl)phenyl]thio}phenol), C(C)(C)(C)OC(C(C)(C)Br)=O (tert-butyl-2-bromoisobutyrate). The product is ClC1=CC(=C(OC(C(=O)O)(C)C)C=C1)SC1=C(C=C(C=C1)S(=O)(=O)C)Cl (2-(4-Chloro-2-{[2-chloro-4-(methylsulfonyl)phenyl]thio}phenoxy)-2-methylpropanoic acid). As a reaction SMILES: [Cl:1][C:2]1[CH:7]=[CH:6][C:5]([OH:8])=[C:4]([S:9][C:10]2[CH:15]=[CH:14][C:13]([S:16]([CH3:19])(=[O:18])=[O:17])=[CH:12][C:11]=2[Cl:20])[CH:3]=1.C([O:25][C:26](=[O:31])[C:27](Br)([CH3:29])[CH3:28])(C)(C)C>>[Cl:1][C:2]1[CH:7]=[CH:6][C:5]([O:8][C:27]([CH3:29])([CH3:28])[C:26]([OH:31])=[O:25])=[C:4]([S:9][C:10]2[CH:15]=[CH:14][C:13]([S:16]([CH3:19])(=[O:18])=[O:17])=[CH:12][C:11]=2[Cl:20])[CH:3]=1. Reported procedure: The title compound was prepared by the method of example 1 step (iv) using the product from example 7 step (iii) and tert-butyl-2-bromoisobutyrate, yield 0.028 g. Procedure details: To a fitted solution of tert-butyl 2-(4-(5-((4-chlorophenethyl)carbamoyl)-1H-indazol-1-yl)-3-cyanophenyl)acetate (43.4 mg, 0.084 mmol) in DCM (2 mL) was added TFA (250 μL). The reaction was stirred at ambient temperature for 4 hours and then concentrated. The crude product was purified over silica gel on a Biotage Horizon high-performance FLASH chromatography system (12+M silica gel cartridge) eluting with a gradient of 0.5% MeOH/DCM containing 0.5% AcOH to 5% MeOH/DCM containing 0.5% AcOH to gi... The product is ClC1=CC=C(CCNC(=O)C=2C=C3C=NN(C3=CC2)C2=C(C=C(C=C2)CC(=O)O)C#N)C=C1 (2-(4-(5-((4-chlorophenethyl)carbamoyl)-1H-indazol-1yl)-3-cyanophenyl)acetic acid). Solvent: C(Cl)Cl (DCM). As a reaction SMILES: [Cl:1][C:2]1[CH:37]=[CH:36][C:5]([CH2:6][CH2:7][NH:8][C:9]([C:11]2[CH:12]=[C:13]3[C:17](=[CH:18][CH:19]=2)[N:16]([C:20]2[CH:25]=[CH:24][C:23]([CH2:26][C:27]([O:29]C(C)(C)C)=[O:28])=[CH:22][C:21]=2[C:34]#[N:35])[N:15]=[CH:14]3)=[O:10])=[CH:4][CH:3]=1.C(O)(C(F)(F)F)=O>C(Cl)Cl>[Cl:1][C:2]1[CH:3]=[CH:4][C:5]([CH2:6][CH2:7][NH:8][C:9]([C:11]2[CH:12]=[C:13]3[C:17](=[CH:18][CH:19]=2)[N:16]([C:20]2[CH:25]=[CH:24][C:23]([CH2:26][C:27]([OH:29])=[O:28])=[CH:22][C:21]=2[C:34]#[N:35])[N:15]=[CH:14]3)=[O:10])=[CH:36][CH:37]=1. Isolated yield 794.0%. Starting materials: ClC1=CC=C(CCNC(=O)C=2C=C3C=NN(C3=CC2)C2=C(C=C(C=C2)CC(=O)OC(C)(C)C)C#N)C=C1 (tert-butyl 2-(4-(5-((4-chlorophenethyl)carbamoyl)-1H-indazol-1-yl)-3-cyanophenyl)acetate), C(=O)(C(F)(F)F)O (TFA). Run at time 4 hour.